From a dataset of the Open Reaction Database (ORD), a public repository of structured organic reaction records. describe an organic reaction: reactants, conditions, products, and yield Starting materials: diesters, C1(CCC(=O)O1)=O (succinic anhydride), C1(CCCC(=O)O1)=O (glutaric anhydride), cyclic anhydride, C1=CC=CC=2C3=CC=CC=C3C(C12)CO (9-fluorenyl methanol). Product: fluorenylmethyl mono-ester, C(CCCC(=O)O)(=O)O (glutaric acid). Reaction SMILES: [C:1]1(=O)[O:6][C:4](=[O:5])[CH2:3][CH2:2]1.C1(=O)[O:14][C:12](=[O:13])CCC1.C1C2C(CO)C3C(=CC=CC=3)C=2C=CC=1>>[C:12]([OH:14])(=[O:13])[CH2:1][CH2:2][CH2:3][C:4]([OH:6])=[O:5]. Procedure details: The mixed diesters (E) are readily prepared in two stages from succinic anhydride (r=2) or glutaric anhydride (r=3). In the first stage, the appropriate cyclic anhydride is reacted with 0.5 equivalents of 9-fluorenyl methanol to form the fluorenylmethyl mono-ester of succinic or glutaric acid. In the second stage, reaction of the mono-ester with pentafluorophenol under standard esterification conditions affords the mixed diester. The reactants are CC(=O)SCC(=O)Nc1ccc(S(=O)(=O)O)cc1, [K+], [Na+], [Na], [OH-], [OH-]. Yields the product [Na], O=C(CS)Nc1ccc(S(=O)(=O)O)cc1. As a reaction SMILES: [C:2](=[O:3])([CH3:4])[S:5][CH2:6][C:7](=[O:8])[NH:9][c:10]1[cH:11][cH:12][c:13]([S:14](=[O:15])(=[O:16])[OH:17])[cH:18][cH:19]1.[K+:23].[Na+:21].[Na:1].[OH-:20].[OH-:22]>>[Na:1].[SH:5][CH2:6][C:7](=[O:8])[NH:9][c:10]1[cH:11][cH:12][c:13]([S:14](=[O:15])(=[O:16])[OH:17])[cH:18][cH:19]1.